The task is: describe an organic reaction: reactants, conditions, products, and yield. This data is from the Open Reaction Database (ORD), a public repository of structured organic reaction records. Reactants: C=CCOC(=O)N1CC(O)CC1C(=O)O, CO, O=S(=O)(O)O. The product is C=CCOC(=O)N1CC(O)CC1C(=O)OC. Reaction SMILES: [CH2:6]([CH:7]=[CH2:8])[O:9][C:10](=[O:11])[N:12]1[CH:13]([C:18](=[O:19])[OH:20])[CH2:14][CH:15]([OH:17])[CH2:16]1.[CH3:21][OH:22].[S:1](=[O:2])(=[O:3])([OH:4])[OH:5]>>[CH2:6]([CH:7]=[CH2:8])[O:9][C:10](=[O:11])[N:12]1[CH:13]([C:18](=[O:19])[O:20][CH3:21])[CH2:14][CH:15]([OH:17])[CH2:16]1. Run in CCOC(=O)C (EtOAc), C(Cl)Cl (CH2Cl2), C(Cl)Cl (CH2Cl2). Procedure: To a solution of 2-Amino-3-(4-tert-butoxy-phenyl)-N-(2,2-diethoxy-ethyl)-N-(1H-indazol-7-ylmethyl)-propionamide in CH2Cl2 (50 mL) was added a solution of (3R)-3-(3-Benzyl-ureido)-butyric acid (1.44 g, 6.1 mmol), EDCl (1.17 g, 1.2 eq), HOBt (0.93 g, 1.2 eq), DIEA (2.13 mL, 12.2 mmol) in CH2Cl2 (100 mL) stirred for 40 min. The reaction mixture was stirred at room temperature for 14 h, and then diluted with EtOAc, washed with water and brine. The organic layer was dried with Na2SO4 and concentrated... Conditions: time 40 minute. Reaction SMILES: [NH2:1][CH:2]([CH2:24][C:25]1[CH:30]=[CH:29][C:28]([O:31][C:32]([CH3:35])([CH3:34])[CH3:33])=[CH:27][CH:26]=1)[C:3]([N:5]([CH2:16][CH:17]([O:21][CH2:22][CH3:23])[O:18][CH2:19][CH3:20])[CH2:6][C:7]1[CH:8]=[CH:9][CH:10]=[C:11]2[C:15]=1[NH:14][N:13]=[CH:12]2)=[O:4].[CH2:36]([NH:43][C:44](=[O:52])[NH:45][C@H:46]([CH3:51])[CH2:47][C:48](O)=[O:49])[C:37]1[CH:42]=[CH:41][CH:40]=[CH:39][CH:38]=1.CCN=C=NCCCN(C)C.Cl.C1C=CC2N(O)N=NC=2C=1.CCN(C(C)C)C(C)C>C(Cl)Cl.CCOC(C)=O>[CH2:36]([NH:43][C:44](=[O:52])[NH:45][CH:46]([CH3:51])[CH2:47][C:48]([NH:1][CH:2]([C:3](=[O:4])[N:5]([CH2:16][CH:17]([O:21][CH2:22][CH3:23])[O:18][CH2:19][CH3:20])[CH2:6][C:7]1[CH:8]=[CH:9][CH:10]=[C:11]2[C:15]=1[NH:14][N:13]=[CH:12]2)[CH2:24][C:25]1[CH:30]=[CH:29][C:28]([O:31][C:32]([CH3:33])([CH3:35])[CH3:34])=[CH:27][CH:26]=1)=[O:49])[C:37]1[CH:42]=[CH:41][CH:40]=[CH:39][CH:38]=1 |f:2.3|. Product: C(C1=CC=CC=C1)NC(NC(CC(=O)NC(CC1=CC=C(C=C1)OC(C)(C)C)C(N(CC=1C=CC=C2C=NNC12)CC(OCC)OCC)=O)C)=O (3-(3-Benzyl-ureido)-N-{2-(4-tert-butoxy-phenyl)-1-[(2,2-diethoxy-ethyl)-(1H-indazol-7-ylmethyl)-carbamoyl]-ethyl}-butyramide). Reactants: NC(C(=O)N(CC=1C=CC=C2C=NNC12)CC(OCC)OCC)CC1=CC=C(C=C1)OC(C)(C)C (2-Amino-3-(4-tert-butoxy-phenyl)-N-(2,2-diethoxy-ethyl)-N-(1H-indazol-7-ylmethyl)-propionamide), C(C1=CC=CC=C1)NC(N[C@@H](CC(=O)O)C)=O ((3R)-3-(3-Benzyl-ureido)-butyric acid), CCN=C=NCCCN(C)C.Cl (EDCl), C=1C=CC2=C(C1)N=NN2O (HOBt), CCN(C(C)C)C(C)C (DIEA). Starting materials: [Mg] (magnesium), C(CC)Br (propyl bromide), CC(=NN=C(C)C)C (Acetone azine), ice, C(CC)[Mg]Br (propylmagnesium bromide), [Cl-].[NH4+] (ammonium chloride). Run in CCOCC (ether). Reaction conditions: time 2 hour. Yields the product Cl.CC(C)(CCC)NN ((2-Methylpent-2-yl)hydrazine hydrochloride). Reaction SMILES: CC(C)=[N:3][N:4]=[C:5]([CH3:7])[CH3:6].[CH2:9]([Mg]Br)[CH2:10]C.[Mg].[CH2:15](Br)CC.[Cl-:19].[NH4+]>CCOCC>[ClH:19].[CH3:15][C:5]([NH:4][NH2:3])([CH2:6][CH2:9][CH3:10])[CH3:7] |f:4.5,7.8|. Reported procedure: Acetone azine (93 g) is added dropwise under reflux to a solution of propylmagnesium bromide, prepared from 44.3 g of magnesium and 224 g of propyl bromide in 350 ml of ether. After heating under reflux for 3 days, the mixture is poured into an ice-cooled aqueous ammonium chloride solution (500 ml) and the product is extracted using ether. The ether phase is concentrated, and the oily residue is stirred at room temperature for 2 h in 200 ml of water and 100 ml of conc. hydrochloric acid. The non... The reactants are C=C[Sn](CCCC)(CCCC)CCCC, Cc1ccccc1, Fc1ncc(Cl)cc1Cl, c1ccc(P(c2ccccc2)(c2ccccc2)[Pd](P(c2ccccc2)(c2ccccc2)c2ccccc2)(P(c2ccccc2)(c2ccccc2)c2ccccc2)P(c2ccccc2)(c2ccccc2)c2ccccc2)cc1. Yields the product C=Cc1ncc(Cl)cc1Cl. RXN SMILES: [CH2:10]([CH2:11][CH2:23][CH3:24])[Sn:12]([CH2:13][CH2:14][CH2:15][CH3:16])([CH2:17][CH2:18][CH2:19][CH3:20])[CH:21]=[CH2:22].[CH3:25][c:26]1[cH:27][cH:28][cH:29][cH:30][cH:31]1.[Cl:1][c:2]1[c:3]([F:9])[n:4][cH:5][c:6]([Cl:8])[cH:7]1.[cH:32]1[cH:33][cH:34][c:35]([P:36]([Pd:37]([P:38]([c:39]2[cH:40][cH:41][cH:42][cH:43][cH:44]2)([c:45]2[cH:46][cH:47][cH:48][cH:49][cH:50]2)[c:51]2[cH:52][cH:53][cH:54][cH:55][cH:56]2)([P:57]([c:58]2[cH:59][cH:60][cH:61][cH:62][cH:63]2)([c:64]2[cH:65][cH:66][cH:67][cH:68][cH:69]2)[c:70]2[cH:71][cH:72][cH:73][cH:74][cH:75]2)[P:76]([c:77]2[cH:78][cH:79][cH:80][cH:81][cH:82]2)([c:83]2[cH:84][cH:85][cH:86][cH:87][cH:88]2)[c:89]2[cH:90][cH:91][cH:92][cH:93][cH:94]2)([c:95]2[cH:96][cH:97][cH:98][cH:99][cH:100]2)[c:101]2[cH:102][cH:103][cH:104][cH:105][cH:106]2)[cH:107][cH:108]1>>[Cl:1][c:2]1[c:3]([CH:10]=[CH2:11])[n:4][cH:5][c:6]([Cl:8])[cH:7]1. The reactants are CCOC(C)=O, CCc1cc(C)cc(CC)c1B(O)O, CCCCCC. Yields the product CCOC(=O)Cc1c(CC)cc(C)cc1CC. RXN SMILES: [C:15]([CH3:16])(=[O:17])[O:18][CH2:19][CH3:20].[CH2:1]([CH3:2])[c:3]1[c:4]([B:12]([OH:13])[OH:14])[c:5]([CH2:10][CH3:11])[cH:6][c:7]([CH3:9])[cH:8]1.[CH3:21][CH2:22][CH2:23][CH2:24][CH2:25][CH3:26]>>[CH2:1]([CH3:2])[c:3]1[c:4]([CH2:16][C:15](=[O:17])[O:18][CH2:19][CH3:20])[c:5]([CH2:10][CH3:11])[cH:6][c:7]([CH3:9])[cH:8]1. The reactants are C(O)([O-])=O.[Na+] (sodium hydrogen carbonate), C(C)(=O)OCC (ethyl acetate), C(C=C)OC(=O)N1CC(=CC1)C#C[Si](C)(C)C (1-allyloxycarbonyl-3-trimethylsilylethynyl-3-pyrroline), mercuric sulfate. The reagents and catalysts are S(O)(O)(=O)=O (sulfuric acid). Solvent: O1CCCC1 (tetrahydrofuran), O (water). Reaction conditions: time 8 hour. Product: C(C=C)OC(=O)N1CC(=CC1)C(C)=O (1-allyloxycarbonyl-3-acetyl-3-pyrroline). Reaction SMILES: [CH2:1]([O:4][C:5]([N:7]1[CH2:11][CH:10]=[C:9]([C:12]#[C:13][Si](C)(C)C)[CH2:8]1)=[O:6])[CH:2]=[CH2:3].C(=O)([O-])[OH:19].[Na+].C(OCC)(=O)C>S(=O)(=O)(O)O.O1CCCC1.O>[CH2:1]([O:4][C:5]([N:7]1[CH2:11][CH:10]=[C:9]([C:12](=[O:19])[CH3:13])[CH2:8]1)=[O:6])[CH:2]=[CH2:3] |f:1.2|. Procedure details: A solution of 1-allyloxycarbonyl-3-trimethylsilylethynyl-3-pyrroline (7.60 g), mercuric sulfate (0.9 g) and sulfuric acid (5 drops) in a mixture of tetrahydrofuran (76 ml) and water (23 ml) was stirred at room temperature overnight. After confirming the disappearance of the starting material, to the mixture were added saturated aqueous sodium hydrogen carbonate and ethyl acetate. The aqueous layer was extracted with ethyl acetate twice, and the combined organic layer was washed with 1N hydrochlo... Reactants: Cc1ccc(NC(=O)c2ccsc2)cc1B1OC(C)(C)C(C)(C)O1, O=C(NCC1CC1)c1ccc(Cl)nc1. Yields the product Cc1ccc(NC(=O)c2ccsc2)cc1-c1ccc(C(=O)NCC2CC2)cn1. RXN SMILES: [CH3:15][c:16]1[c:17]([B:30]2[O:31][C:32]([CH3:33])([CH3:34])[C:35]([CH3:36])([CH3:37])[O:38]2)[cH:18][c:19]([NH:22][C:23](=[O:24])[c:25]2[cH:26][s:27][cH:28][cH:29]2)[cH:20][cH:21]1.[Cl:1][c:2]1[n:3][cH:4][c:5]([C:6](=[O:7])[NH:8][CH2:9][CH:10]2[CH2:11][CH2:12]2)[cH:13][cH:14]1>>[c:2]1(-[c:17]2[c:16]([CH3:15])[cH:21][cH:20][c:19]([NH:22][C:23](=[O:24])[c:25]3[cH:26][s:27][cH:28][cH:29]3)[cH:18]2)[n:3][cH:4][c:5]([C:6](=[O:7])[NH:8][CH2:9][CH:10]2[CH2:11][CH2:12]2)[cH:13][cH:14]1. The reactants are C([O-])([O-])=O.[Na+].[Na+] (sodium carbonate), Cl.ClC1=CC=C2CCNCC2=C1Cl (7,8-dichlorotetrahydroisoquinoline hydrochloride), C(C)(=O)[O-].[Na+] (sodium acetate), C(C)(=O)OC(C)=O (acetic anhydride). Solvent: O (water), C(C)(=O)O (acetic acid). Conditions: time 4 hour. Product: C(C)(=O)N1CC2=C(C(=CC=C2CC1)Cl)Cl (N-acetyl-7,8-dichloro-1,2,3,4-tetrahydroisoquinoline). As a reaction SMILES: Cl.[Cl:2][C:3]1[C:12]([Cl:13])=[C:11]2[C:6]([CH2:7][CH2:8][NH:9][CH2:10]2)=[CH:5][CH:4]=1.[C:14]([O-])(=[O:16])[CH3:15].[Na+].C(OC(=O)C)(=O)C.C(=O)([O-])[O-].[Na+].[Na+]>O.C(O)(=O)C>[C:14]([N:9]1[CH2:8][CH2:7][C:6]2[C:11](=[C:12]([Cl:13])[C:3]([Cl:2])=[CH:4][CH:5]=2)[CH2:10]1)(=[O:16])[CH3:15] |f:0.1,2.3,5.6.7|. Procedure: A mixture containing (100 g., 0.425 m.) 7,8-dichlorotetrahydroisoquinoline hydrochloride and (41 g., 0.5 m.) sodium acetate in 760 ml. of acetic acid and 430 ml. of acetic anhydride was heated at 100° C. with stirring for four hours. The cooled reaction mixture was diluted with 800 ml. of water and brought to pH 8 by addition of 5% aqueous sodium carbonate (1400 ml.). The tan precipitate was collected by filtration, dried and recrystallized from isopropanol to give N-acetyl-7,8-dichloro-1,2,3,4-... Starting materials: C(C)(=O)OCCSC(C1(CO1)C1=C(C=C(C=C1)F)F)(F)F (1-(2-acetoxyethyl)thio-2-(2,4-difluorophenyl)-1,1-difluoro-2,3-epoxypropane), N1N=CN=C1 (1,2,4-triazole), C([O-])([O-])=O.[K+].[K+] (potassium carbonate), C(C)(=O)OCC (ethyl acetate). The solvent is CN(C)C=O (DMF), C(C)OCC (ethyl ether). Reaction conditions: time 12 hour. Product: C(C)(=O)OCCSC(C(CN1N=CN=C1)(O)C1=C(C=C(C=C1)F)F)(F)F (1-(2-acetoxyethyl)thio-2-(2,4-difluorophenyl)-1,1-difluoro-3-(1H-1,2,4-triazol-1-yl)propan-2-ol). The yield is 44.3%. As a reaction SMILES: [C:1]([O:4][CH2:5][CH2:6][S:7][C:8]([F:21])([F:20])[C:9]1([C:12]2[CH:17]=[CH:16][C:15]([F:18])=[CH:14][C:13]=2[F:19])[O:11][CH2:10]1)(=[O:3])[CH3:2].[NH:22]1[CH:26]=[N:25][CH:24]=[N:23]1.C(=O)([O-])[O-].[K+].[K+].C(OCC)(=O)C>CN(C=O)C.C(OCC)C>[C:1]([O:4][CH2:5][CH2:6][S:7][C:8]([F:21])([F:20])[C:9]([C:12]1[CH:17]=[CH:16][C:15]([F:18])=[CH:14][C:13]=1[F:19])([OH:11])[CH2:10][N:22]1[CH:26]=[N:25][CH:24]=[N:23]1)(=[O:3])[CH3:2] |f:2.3.4|. Procedure details: To a solution of 1-(2-acetoxyethyl)thio-2-(2,4-difluorophenyl)-1,1-difluoro-2,3-epoxypropane (24.0 g, 0.07 mol) in DMF (250 ml), 1,2,4-triazole (16.6 g, 0.24 mol) and potassium carbonate (33.2 g, 0.24 mol) were added, followed by stirring at room temperature for 12 hours and then at an external temperature of 50° C. for one hour. After the completion of the reaction, the reaction mixture was diluted with ethyl ether and an insoluble matter was filtered off. The ether solution was washed with wat... Reaction conditions: time 1.5 hour. The yield is 37.6%. The product is C(C)(C)(C)OC(N(C1=CC=NC=C1)CCOC1=CC(=CC(=C1)C(N(C1=CC=C(C=C1)F)CCOCC1OC(OC1)(C)C)=O)Cl)=O ((2-{3-Chloro-5-[[2-(2,2-dimethyl-[1,3]dioxolan-4-ylmethoxy)-ethyl]-(4-fluoro-phenyl)-carbamoyl]-phenoxy}-ethyl)-pyridin-4-yl-carbamic acid tert-butyl ester). Reaction SMILES: C(Cl)(=O)C(Cl)=O.[C:7]([O:11][C:12]([N:14]([C:28]1[CH:33]=[CH:32][N:31]=[CH:30][CH:29]=1)[CH2:15][CH2:16][O:17][C:18]1[CH:19]=[C:20]([CH:24]=[C:25]([Cl:27])[CH:26]=1)[C:21](O)=[O:22])=[O:13])([CH3:10])([CH3:9])[CH3:8].[CH3:34][C:35]1([CH3:52])[O:39][CH:38]([CH2:40][O:41][CH2:42][CH2:43][NH:44][C:45]2[CH:50]=[CH:49][C:48]([F:51])=[CH:47][CH:46]=2)[CH2:37][O:36]1.CCN(C(C)C)C(C)C>ClCCl.CN(C=O)C.CN(C1C=CN=CC=1)C>[C:7]([O:11][C:12](=[O:13])[N:14]([CH2:15][CH2:16][O:17][C:18]1[CH:19]=[C:20]([C:21](=[O:22])[N:44]([CH2:43][CH2:42][O:41][CH2:40][CH:38]2[CH2:37][O:36][C:35]([CH3:52])([CH3:34])[O:39]2)[C:45]2[CH:46]=[CH:47][C:48]([F:51])=[CH:49][CH:50]=2)[CH:24]=[C:25]([Cl:27])[CH:26]=1)[C:28]1[CH:33]=[CH:32][N:31]=[CH:30][CH:29]=1)([CH3:10])([CH3:8])[CH3:9]. Procedure: 2M Oxalyl chloride solution in dichloromethane (0.115 ml) and DMF (0.005 ml) were added to a suspension of 3-[2-(tert-butoxycarbonyl-pyridin-4-yl-amino)-ethoxy]-5-chloro-benzoic acid (0.060 g) in anhydrous dichloromethane (5 ml). The reaction was stirred at room temperature for 1.5 h then [2-(2,2-dimethyl-[1,3]dioxolan-4-ylmethoxy)-ethyl]-(4-fluoro-phenyl)-amine (0.078 g) as a solution in dichloromethane (0.5 ml), DMAP (0.002 g) and DIPEA (0.080 ml) were added. The reaction mixture was stirred a... Solvent: ClCCl (dichloromethane), CN(C)C=O (DMF), ClCCl (dichloromethane), ClCCl (dichloromethane), ClCCl (dichloromethane). Reagents/catalysts: CN(C)C=1C=CN=CC1 (DMAP). Starting materials: C(C(=O)Cl)(=O)Cl (Oxalyl chloride), C(C)(C)(C)OC(=O)N(CCOC=1C=C(C(=O)O)C=C(C1)Cl)C1=CC=NC=C1 (3-[2-(tert-butoxycarbonyl-pyridin-4-yl-amino)-ethoxy]-5-chloro-benzoic acid), CC1(OCC(O1)COCCNC1=CC=C(C=C1)F)C ([2-(2,2-dimethyl-[1,3]dioxolan-4-ylmethoxy)-ethyl]-(4-fluoro-phenyl)-amine), CCN(C(C)C)C(C)C (DIPEA).